From a dataset of the Open Reaction Database (ORD), a public repository of structured organic reaction records. describe an organic reaction: reactants, conditions, products, and yield Product: C(C)(C)(C)OC(=O)N1[C@H](C[C@@H](CC1)OC1=CC(=CC=C1)Br)C (4-(3-Bromo-phenoxy)-trans 2-methyl-piperidine-1-carboxylic acid tert-butyl ester). Procedure details: Dissolve 4-hydroxy-trans-2-methyl-piperidine-1-carboxylic acid tert-butyl ester isomer 1 (preparation 2, 3.03 g, 14.07 mmol) in 1-methyl-2-pyrrolidinone (50 mL), treat with 95% sodium hydride (0.33 g, 12.93 mmol), stir and beat at 70° C. After 1 hr., add 1-bromo-3-fluoro-benzene (1.73 mL, 15.5 mmol), stir, and heat at 100° C. After 16 hr., cool to ambient temperature and quench with water (100 mL). Extract with 4:1 hexane:ethyl acetate (2×100 mL), combine the organic layers and wash with aqueous... The reactants are [H-].[Na+] (sodium hydride), C(C)(C)(C)OC(=O)N1[C@H](C[C@@H](CC1)O)C (4-hydroxy-trans-2-methyl-piperidine-1-carboxylic acid tert-butyl ester), BrC1=CC(=CC=C1)F (1-bromo-3-fluoro-benzene). The solvent is CN1C(CCC1)=O (1-methyl-2-pyrrolidinone). Conditions: temperature 100 celsius, time 1 hour. Yield: 46.0%. As a reaction SMILES: [C:1]([O:5][C:6]([N:8]1[CH2:13][CH2:12][C@@H:11]([OH:14])[CH2:10][C@@H:9]1[CH3:15])=[O:7])([CH3:4])([CH3:3])[CH3:2].[H-].[Na+].[Br:18][C:19]1[CH:24]=[CH:23][CH:22]=[C:21](F)[CH:20]=1>CN1CCCC1=O>[C:1]([O:5][C:6]([N:8]1[CH2:13][CH2:12][C@@H:11]([O:14][C:21]2[CH:22]=[CH:23][CH:24]=[C:19]([Br:18])[CH:20]=2)[CH2:10][C@@H:9]1[CH3:15])=[O:7])([CH3:4])([CH3:2])[CH3:3] |f:1.2|. Reactants: CCCn1c(COCC)nc2cnc3ccc(OCc4ccccc4)cc3c21, ClC(Cl)Cl, [NH4+], [OH-], O=C(OO)c1cccc(Cl)c1, Cc1ccc(S(=O)(=O)Cl)cc1. The product is CCCn1c(COCC)nc2c(N)nc3ccc(OCc4ccccc4)cc3c21. Reaction SMILES: [CH2:1]([c:2]1[cH:3][cH:4][cH:5][cH:6][cH:7]1)[O:8][c:9]1[cH:10][c:11]2[c:12]3[c:13]([cH:14][n:15][c:16]2[cH:17][cH:18]1)[n:19][c:20]([CH2:25][O:26][CH2:27][CH3:28])[n:21]3[CH2:22][CH2:23][CH3:24].[CH:53]([Cl:54])([Cl:55])[Cl:56].[NH4+:40].[OH-:41].[OH:29][O:30][C:31]([c:32]1[cH:33][c:34]([Cl:35])[cH:36][cH:37][cH:38]1)=[O:39].[c:42]1([CH3:43])[cH:44][cH:45][c:46]([S:47]([Cl:48])(=[O:49])=[O:50])[cH:51][cH:52]1>>[CH2:1]([c:2]1[cH:3][cH:4][cH:5][cH:6][cH:7]1)[O:8][c:9]1[cH:10][c:11]2[c:12]3[c:13]([c:14]([NH2:40])[n:15][c:16]2[cH:17][cH:18]1)[n:19][c:20]([CH2:25][O:26][CH2:27][CH3:28])[n:21]3[CH2:22][CH2:23][CH3:24]. The reactants are O=C([O-])[O-], CCN1CCN(c2ccc(NC=C3C(=O)NC(=O)c4ccc(I)cc43)cn2)CC1, ClCCl, CN(C)C=O, [Cs+], [Cs+], O=C(C=Cc1ccccc1)C=Cc1ccccc1, O=C(C=Cc1ccccc1)C=Cc1ccccc1, O=C(C=Cc1ccccc1)C=Cc1ccccc1, [Pd], [Pd], OB(O)c1ccoc1. Product: CCN1CCN(c2ccc(NC=C3C(=O)NC(=O)c4ccc(-c5ccoc5)cc43)cn2)CC1. As a reaction SMILES: [C:38](=[O:39])([O-:40])[O-:41].[CH2:1]([CH3:2])[N:3]1[CH2:4][CH2:5][N:6]([c:9]2[cH:10][cH:11][c:12]([NH:15][CH:16]=[C:17]3[C:18](=[O:29])[NH:19][C:20](=[O:28])[c:21]4[cH:22][cH:23][c:24]([I:27])[cH:25][c:26]43)[cH:13][n:14]2)[CH2:7][CH2:8]1.[CH2:49]([Cl:50])[Cl:51].[CH3:44][N:45]([CH3:46])[CH:47]=[O:48].[Cs+:42].[Cs+:43].[O:54]=[C:55]([CH:56]=[CH:57][c:58]1[cH:59][cH:60][cH:61][cH:62][cH:63]1)[CH:64]=[CH:65][c:66]1[cH:67][cH:68][cH:69][cH:70][cH:71]1.[O:72]=[C:73]([CH:74]=[CH:75][c:76]1[cH:77][cH:78][cH:79][cH:80][cH:81]1)[CH:82]=[CH:83][c:84]1[cH:85][cH:86][cH:87][cH:88][cH:89]1.[O:90]=[C:91]([CH:92]=[CH:93][c:94]1[cH:95][cH:96][cH:97][cH:98][cH:99]1)[CH:100]=[CH:101][c:102]1[cH:103][cH:104][cH:105][cH:106][cH:107]1.[Pd:52].[Pd:53].[o:30]1[cH:31][c:32]([B:35]([OH:36])[OH:37])[cH:33][cH:34]1>>[CH2:1]([CH3:2])[N:3]1[CH2:4][CH2:5][N:6]([c:9]2[cH:10][cH:11][c:12]([NH:15][CH:16]=[C:17]3[C:18](=[O:29])[NH:19][C:20](=[O:28])[c:21]4[cH:22][cH:23][c:24](-[c:32]5[cH:31][o:30][cH:34][cH:33]5)[cH:25][c:26]43)[cH:13][n:14]2)[CH2:7][CH2:8]1. Reactants: CC(=O)OC(C)=O, O=C(O)c1ccccc1C(=O)O. Yields the product O=C1OC(=O)c2ccccc21. RXN SMILES: [CH3:13][C:14]([O:15][C:16](=[O:17])[CH3:18])=[O:19].[OH:1][C:2](=[O:3])[c:4]1[cH:5][cH:6][cH:7][cH:8][c:9]1[C:10]([OH:11])=[O:12]>>[C:2]1(=[O:3])[c:4]2[cH:5][cH:6][cH:7][cH:8][c:9]2[C:10](=[O:11])[O:12]1.